Dataset: the Open Reaction Database (ORD), a public repository of structured organic reaction records. Task: describe an organic reaction: reactants, conditions, products, and yield Reactants: O=CC(=O)O, CCNCCN, CCO, [H][H], O. Product: CCNCCNCC(=O)O. Reaction SMILES: [C:2]([CH:3]=[O:4])(=[O:5])[OH:6].[CH2:7]([CH3:8])[NH:9][CH2:10][CH2:11][NH2:12].[CH3:15][CH2:16][OH:17].[H:13][H:14].[OH2:1]>>[C:2]([CH2:3][NH:12][CH2:11][CH2:10][NH:9][CH2:7][CH3:8])(=[O:5])[OH:6]. Reactants: Cc1ncccc1-c1cccc(C(=O)CC(=O)Nc2cc(Cl)ccc2NC(=O)OC(C)(C)C)c1, ClCCl, O=C(O)C(F)(F)F. The product is Cc1ncccc1-c1cccc(C2=Nc3ccc(Cl)cc3NC(=O)C2)c1. RXN SMILES: [C:1]([O:2][C:3](=[O:4])[NH:7][c:8]1[c:9]([NH:15][C:16]([CH2:17][C:18](=[O:5])[c:20]2[cH:21][c:22](-[c:26]3[c:27]([CH3:32])[n:28][cH:29][cH:30][cH:31]3)[cH:23][cH:24][cH:25]2)=[O:33])[cH:10][c:11]([Cl:14])[cH:12][cH:13]1)([CH3:6])([CH3:19])[CH3:34].[Cl:42][CH2:43][Cl:44].[F:35][C:36]([F:37])([F:38])[C:39]([OH:40])=[O:41]>>[N:7]1=[C:18]([c:20]2[cH:21][c:22](-[c:26]3[c:27]([CH3:32])[n:28][cH:29][cH:30][cH:31]3)[cH:23][cH:24][cH:25]2)[CH2:17][C:16](=[O:33])[NH:15][c:9]2[c:8]1[cH:13][cH:12][c:11]([Cl:14])[cH:10]2. Starting materials: Cl (hydrochloric acid), FC1=C(C=C(C(=C1)N)C(=O)O)N1C(C(=C(C1=O)C)C)=O (N-(2-fluoro-5-carboxy-4-aminophenyl)-2,3-dimethylmaleic acid imide), C(C)(=O)O (acetic acid), S(O)(O)(=O)=O (sulphuric acid), N(=O)[O-].[Na+] (sodium nitrite), diazo. The reagents and catalysts are [Cu]Cl (copper(I) chloride). Run in O (water). Conditions: time 1 hour. Product: FC1=C(C=C(C(=C1)Cl)C(=O)O)N1C(C(=C(C1=O)C)C)=O (N-(2-fluoro-5-carboxy-4-chlorophenyl)-2,3-dimethylmaleic acid imide). RXN SMILES: [F:1][C:2]1[CH:7]=[C:6](N)[C:5]([C:9]([OH:11])=[O:10])=[CH:4][C:3]=1[N:12]1[C:16](=[O:17])[C:15]([CH3:18])=[C:14]([CH3:19])[C:13]1=[O:20].C(O)(=O)C.S(=O)(=O)(O)O.N([O-])=O.[Na+].[ClH:34]>O.[Cu]Cl>[F:1][C:2]1[CH:7]=[C:6]([Cl:34])[C:5]([C:9]([OH:11])=[O:10])=[CH:4][C:3]=1[N:12]1[C:16](=[O:17])[C:15]([CH3:18])=[C:14]([CH3:19])[C:13]1=[O:20] |f:3.4|. Reported procedure: 11.4 g of N-(2-fluoro-5-carboxy-4-aminophenyl)-2,3-dimethylmaleic acid imide are introduced in portions, at a temperature of 25°-30°, into 60 ml of glacial acetic acid and 60 ml of 96% sulphuric acid and the whole is stirred at that temperature for 1 hour. The solution is then stirred at 5° and an aqueous solution of 2.9 g of sodium nitrite in 17 ml of water is added dropwise thereto. The resulting diazo solution is added in portions, while stirring vigorously at 30°, to a solution of 4.5 g of c... The reactants are COc1cc(CCC(=O)O)cc(OC)c1OC, O. Product: COc1cc2c(c(OC)c1OC)C(=O)CC2. Reaction SMILES: [CH3:1][O:2][c:3]1[cH:4][c:5]([CH2:13][CH2:14][C:15](=[O:16])[OH:17])[cH:6][c:7]([O:11][CH3:12])[c:8]1[O:9][CH3:10].[OH2:18]>>[CH3:1][O:2][c:3]1[c:4]2[c:5]([cH:6][c:7]([O:11][CH3:12])[c:8]1[O:9][CH3:10])[CH2:13][CH2:14][C:15]2=[O:17].